From a dataset of the Open Reaction Database (ORD), a public repository of structured organic reaction records. describe an organic reaction: reactants, conditions, products, and yield Reactants: C(C)(=O)O[C@H]1[C@H](OC=2C(=NC=C(C2)Br)F)SC[C@H]([C@@H]1OC(C)=O)OC(C)=O (5-bromo-2-fluoro-3-pyridinyl 2,3,4-tri-O-acetyl-5-thio-β-D-xylopyranoside), VIII, BrC=1C=NC=CC1 (3-bromopyridine). Product: C(C)(=O)O[C@H]1[C@H](OC=2C(=NC=C(C2)C=2C=NC=CC2)F)SC[C@H]([C@@H]1OC(C)=O)OC(C)=O (2-Fluoro-5-(3-pyridinyl)-3-pyridinyl 2,3,4-tri-O-acetyl-5-thio-β-D-xylo-pyranoside), solid. Isolated yield 26.0%. RXN SMILES: [C:1]([O:4][C@@H:5]1[C@@H:19]([O:20][C:21](=[O:23])[CH3:22])[C@H:18]([O:24][C:25](=[O:27])[CH3:26])[CH2:17][S:16][C@H:6]1[O:7][C:8]1[C:9]([F:15])=[N:10][CH:11]=[C:12](Br)[CH:13]=1)(=[O:3])[CH3:2].Br[C:29]1[CH:30]=[N:31][CH:32]=[CH:33][CH:34]=1>>[C:1]([O:4][C@@H:5]1[C@@H:19]([O:20][C:21](=[O:23])[CH3:22])[C@H:18]([O:24][C:25](=[O:27])[CH3:26])[CH2:17][S:16][C@H:6]1[O:7][C:8]1[C:9]([F:15])=[N:10][CH:11]=[C:12]([C:29]2[CH:30]=[N:31][CH:32]=[CH:33][CH:34]=2)[CH:13]=1)(=[O:3])[CH3:2]. Procedure details: By carrying out the operation analogously to example 49, starting from 5-bromo-2-fluoro-3-pyridinyl 2,3,4-tri-O-acetyl-5-thio-β-D-xylopyranoside, obtained according to preparation VIII and 3-bromopyridine, the desired product is obtained in the form of a gray solid (yield=26%). Starting materials: ClC=1C=C(OCCCONC(=N)NC(=N)NC(C)C)C=CC1Cl (1-[3-(3,4-Dichlorophenoxy)propyloxy]-5-isopropylbiguanide), C(C)O (ethanol), C(CCC(=O)O)(=O)O (succinic acid). Run in O (water). Conditions: temperature 60 celsius, time 15 hour. Product: C(CCC(=O)O)(=O)O.ClC=1C=C(OCCCONC(=N)NC(=N)NC(C)C)C=CC1Cl.ClC=1C=C(OCCCONC(=N)NC(=N)NC(C)C)C=CC1Cl (1-[3-(3,4-Dichlorophenoxy)propyloxy]-5-isopropylbiguanide hemisuccinate). RXN SMILES: [Cl:1][C:2]1[CH:3]=[C:4]([CH:20]=[CH:21][C:22]=1[Cl:23])[O:5][CH2:6][CH2:7][CH2:8][O:9][NH:10][C:11]([NH:13][C:14]([NH:16][CH:17]([CH3:19])[CH3:18])=[NH:15])=[NH:12].C(O)C.[C:27]([OH:34])(=[O:33])[CH2:28][CH2:29][C:30]([OH:32])=[O:31]>O>[C:27]([OH:34])(=[O:33])[CH2:28][CH2:29][C:30]([OH:32])=[O:31].[Cl:1][C:2]1[CH:3]=[C:4]([CH:20]=[CH:21][C:22]=1[Cl:23])[O:5][CH2:6][CH2:7][CH2:8][O:9][NH:10][C:11]([NH:13][C:14]([NH:16][CH:17]([CH3:19])[CH3:18])=[NH:15])=[NH:12].[Cl:1][C:2]1[CH:3]=[C:4]([CH:20]=[CH:21][C:22]=1[Cl:23])[O:5][CH2:6][CH2:7][CH2:8][O:9][NH:10][C:11]([NH:13][C:14]([NH:16][CH:17]([CH3:19])[CH3:18])=[NH:15])=[NH:12] |f:4.5.6|. Reported procedure: A mixture of 453.6 g (1.252 moles) of 1-[3-(3,4-Dichlorophenoxy)propyloxy]-5-isopropylbiguanide, 1.0 L of ethanol and 74.4 g (0.630 moles) of succinic acid was heated to 60° C. to obtain a solution. A total of 500 ml of water was added dropwise at 60° C. After standing at room temperature for 15 hr the product was collected, washed with 300 mL of 50% ethanol cooled to 5° C. and dried at 105° C. for 3 hr to give 508 g (96.3%) mp 148.0-149.5°, 1H-NMR (DMSO-d6) δ1.00 (d,. 6H), 1.9 (m, 2H) 2.20 (s, ... Reactants: [Cl-].[NH4+] (ammonium chloride), C1CCOC1 (THF), C(=C)C1CCC(CC1)C1CCC(CC1)C=O (4′-vinylbicyclohexyl-4-carbaldehyde), [BH4-].[Na+] (sodium borohydride). The solvent is C(C)(=O)OCC (ethyl acetate), O (water), C(C)O (ethanol). Conditions: temperature -10 celsius. Yields the product C(=C)[C@@H]1CC[C@H](CC1)[C@@H]1CC[C@H](CC1)CO (trans-4-(trans-4-vinylcyclohexyl)cyclohexylmethanol). RXN SMILES: C1COCC1.[CH:6]([CH:8]1[CH2:13][CH2:12][CH:11]([CH:14]2[CH2:19][CH2:18][CH:17]([CH:20]=[O:21])[CH2:16][CH2:15]2)[CH2:10][CH2:9]1)=[CH2:7].[BH4-].[Na+].[Cl-].[NH4+]>C(OCC)(=O)C.O.C(O)C>[CH:6]([C@H:8]1[CH2:13][CH2:12][C@H:11]([C@H:14]2[CH2:19][CH2:18][C@H:17]([CH2:20][OH:21])[CH2:16][CH2:15]2)[CH2:10][CH2:9]1)=[CH2:7] |f:2.3,4.5|. Procedure: A THF (180 mL) solution of 60.1 g of a nearly colorless solid obtained in (3-3) was added dropwise in an ethanol (120 mL) solution of 1.65 g of sodium borohydride under stirring at −10° C. while stirring the inner temperature. After raising the temperature to room temperature and stirring for 2 hours, water, ethyl acetate and an aqueous ammonium chloride aqueous were added, thereby terminating the reaction. The saturated saline was added to the reacted solution, and the organic layer was separat... Starting materials: COC1=C(C=C2C\C(\C(C2=C1)=O)=C/C1=CC(=CC=C1)C(F)(F)F)N1CCN(CC1)C ((E)-6-methoxy-5-(4-methylpiperazin-1-yl)-2-(3-(trifluoromethyl)benzylidene)-2,3-dihydro-1H inden-1-one). The reagents and catalysts are [Ni] (Raney-Nickel). The solvent is CO (methanol). Conditions: time 6 hour. Yields the product COC1=C(C=C2CC(C(C2=C1)=O)CC1=CC(=CC=C1)C(F)(F)F)N1CCN(CC1)C (6-methoxy-5-(4-methylpiperazin-1-yl)-2-(3-(trifluoromethy)benzyl)-2,3-dihydro-1H-inden-1-one). Reaction SMILES: [CH3:1][O:2][C:3]1[CH:11]=[C:10]2[C:6]([CH2:7]/[C:8](=[CH:13]\[C:14]3[CH:19]=[CH:18][CH:17]=[C:16]([C:20]([F:23])([F:22])[F:21])[CH:15]=3)/[C:9]2=[O:12])=[CH:5][C:4]=1[N:24]1[CH2:29][CH2:28][N:27]([CH3:30])[CH2:26][CH2:25]1>CO.[Ni]>[CH3:1][O:2][C:3]1[CH:11]=[C:10]2[C:6]([CH2:7][CH:8]([CH2:13][C:14]3[CH:19]=[CH:18][CH:17]=[C:16]([C:20]([F:22])([F:21])[F:23])[CH:15]=3)[C:9]2=[O:12])=[CH:5][C:4]=1[N:24]1[CH2:25][CH2:26][N:27]([CH3:30])[CH2:28][CH2:29]1. Procedure: The 155 (100 mg, 0.241 mmol) was dissolved in methanol and Raney-Nickel (10 mg, 10% v/v) added and the reaction stirred under hydrogen balloon for 6 h. The reaction was filtered through celite bed and washed with excess methanol. The organic layer was concentrated to get the crude product 156 which was purified by flash chromatography using 100-200 mesh silica gel. The compound 156 was eluted at 20% ethyl acetate in hexane as half white coloured solid 6-methoxy-5-(4-methylpiperazin-1-yl)-2-(3-(t... Reactants: C1(=CC=CC=C1)CCC(=O)C1=CNC=2C=CC=C(C12)C(=O)OC (methyl 3-(3-phenylpropionyl)-indole-4-carboxylate), O.NN (hydrazine hydrate). The solvent is CO (MeOH), Cl (HCl). Yields the product C(CC1=CC=CC=C1)C1=NNC(C=2C=3C1=CNC3C=CC2)=O (1,5-dihydro-3-phenethyl-[1,2]diazepino[4,5,6-cd]-indol-6-one). Reaction SMILES: [C:1]1([CH2:7][CH2:8][C:9]([C:11]2[C:19]3[C:18]([C:20]([O:22]C)=O)=[CH:17][CH:16]=[CH:15][C:14]=3[NH:13][CH:12]=2)=O)[CH:6]=[CH:5][CH:4]=[CH:3][CH:2]=1.O.[NH2:25][NH2:26]>CO.Cl>[CH2:8]([C:9]1[C:11]2=[CH:12][NH:13][C:14]3[CH:15]=[CH:16][CH:17]=[C:18]([C:19]=32)[C:20](=[O:22])[NH:26][N:25]=1)[CH2:7][C:1]1[CH:6]=[CH:5][CH:4]=[CH:3][CH:2]=1 |f:1.2|. Procedure: A solution of methyl indole-4-carboxylate (250 mg, 1.43 mmol) in dichloroethane (3 mL) was treated with 3-phenylpropionyl chloride (361 mg, 2.14 mmol) at room temperature. The orange solution was cooled to 0° C. and treated with aluminum chloride (572 mg, 4.29 mmol). The reaction mixture was stirred at room temperature for 2 h, then poured into ice-cold 1M aqueous HCl. The aqueous solution was adjusted to pH=8 with 1M NaOH, and extracted with CH2Cl2 (10 mL×3). The organic solution was washed wit... The reactants are C(C1=CC=CC=C1)N1CCN(CC1)C=1C=C(C=C2C=CC(=NC12)C)OC (1-benzyl-4-(6-methoxy-2-methylquinolin-8-yl)piperazine), C(=O)[O-].[NH4+] (ammonium formate), CCOC(=O)C.CCCCCC (EtOAc hexane). Reagents/catalysts: [Pd] (Pd/C). The solvent is CO (methanol). Yields the product COC=1C=C2C=CC(=NC2=C(C1)N1CCNCC1)C (4-(6-methoxy-2-methylquinolin-8-yl)piperazine). Isolated yield 94.6%. RXN SMILES: C([N:8]1[CH2:13][CH2:12][N:11]([C:14]2[CH:15]=[C:16]([O:25][CH3:26])[CH:17]=[C:18]3[C:23]=2[N:22]=[C:21]([CH3:24])[CH:20]=[CH:19]3)[CH2:10][CH2:9]1)C1C=CC=CC=1.C([O-])=O.[NH4+].CCOC(C)=O.CCCCCC>CO.[Pd]>[CH3:26][O:25][C:16]1[CH:17]=[C:18]2[C:23](=[C:14]([N:11]3[CH2:10][CH2:9][NH:8][CH2:13][CH2:12]3)[CH:15]=1)[N:22]=[C:21]([CH3:24])[CH:20]=[CH:19]2 |f:1.2,3.4|. Procedure details: A mixture of 1-benzyl-4-(6-methoxy-2-methylquinolin-8-yl)piperazine (0.527 g, 1.52 mmol), 10% Pd/C (0.20 g), and ammonium formate (0.96 g, 15.2 mmol) in methanol (10 mL) were heated at reflux under N2 for 3 hours. TLC analysis (35% EtOAc/hexane) indicated only a trace of starting material remained. After cooling to room temperature, the reaction was filtered through celite, washing with excess methanol. The filtrate was concentrated, diluted with CH2Cl2 (50 mL), and washed with saturated aqueous... Reactants: COCC1=CC=C(C(=O)NCC#N)C=C1 (2-(4-methoxymethylbenzoylamino)-acetonitrile), C(C)(=O)OCC (ethyl acetate), BrBr (bromine). Reagents/catalysts: BrBr (bromine). Reaction conditions: temperature 30 celsius. Product: COCC1=CC=C(C(=O)NC(C#N)OCC)C=C1 (2-(4-Methoxymethylbenzoylamino)-2-(ethoxy)-acetonitrile). RXN SMILES: [CH3:1][O:2][CH2:3][C:4]1[CH:15]=[CH:14][C:7]([C:8]([NH:10][CH2:11][C:12]#[N:13])=[O:9])=[CH:6][CH:5]=1.BrBr.[C:18](OCC)(=[O:20])[CH3:19]>BrBr>[CH3:1][O:2][CH2:3][C:4]1[CH:15]=[CH:14][C:7]([C:8]([NH:10][CH:11]([O:20][CH2:18][CH3:19])[C:12]#[N:13])=[O:9])=[CH:6][CH:5]=1. Procedure: A solution of 2-(4-methoxymethylbenzoylamino)-acetonitrile (5.0 g) in dry ethyl acetate (40 ml) was treated with a couple of drops of bromine and stirred at 30° C. until initiation of the reaction occurred. The bromine was then added dropwise keeping the temperature at 25°-30° C. After completion of the addition the mixture was filtered through celite, and the filtrate treated with ethanol (5 ml), with stirring, followed by triethylamine (5.0 g), at room temperature. After completion of the addi...